Dataset: the Open Reaction Database (ORD), a public repository of structured organic reaction records. Task: describe an organic reaction: reactants, conditions, products, and yield Yields the product N1(CCCC1)S(=O)(=O)C=1C=C(C(=O)O)C=C(C1)C(F)(F)F (3-(pyrrolidinosulfonyl)-5-(trifluoromethyl)benzoic acid). Reported procedure: A solution of a mixture of 3-chlorosulfonyl-5-trifluoromethylbenzoic acid (0.5 g) and pyrrolidine (0.72 ml) in dichloromethane (5 ml) was stirred at room temperature overnight. After evaporation to dryness, water (50 ml) was added to the residue and adjusted to pH 1.0 by 1N hydrochloric acid. The resulting precipitates were collected by filtration, and dried under reduced pressure at 45° C. to give 3-(pyrrolidinosulfonyl)-5-(trifluoromethyl)benzoic acid (0.514 g) as a powder. Run at time 8 hour. The solvent is ClCCl (dichloromethane). As a reaction SMILES: Cl[S:2]([C:5]1[CH:6]=[C:7]([CH:11]=[C:12]([C:14]([F:17])([F:16])[F:15])[CH:13]=1)[C:8]([OH:10])=[O:9])(=[O:4])=[O:3].[NH:18]1[CH2:22][CH2:21][CH2:20][CH2:19]1>ClCCl>[N:18]1([S:2]([C:5]2[CH:6]=[C:7]([CH:11]=[C:12]([C:14]([F:17])([F:16])[F:15])[CH:13]=2)[C:8]([OH:10])=[O:9])(=[O:4])=[O:3])[CH2:22][CH2:21][CH2:20][CH2:19]1. Reactants: ClS(=O)(=O)C=1C=C(C(=O)O)C=C(C1)C(F)(F)F (3-chlorosulfonyl-5-trifluoromethylbenzoic acid), N1CCCC1 (pyrrolidine).